Dataset: the Open Reaction Database (ORD), a public repository of structured organic reaction records. Task: describe an organic reaction: reactants, conditions, products, and yield Procedure: This compound may be prepared using methods as described for Compound 120, step 4, using N-[5-(5-bromo-[1,2,4]triazolo[1,5-a]pyrazin-8-ylamino)-pyridin-2-yl]-2-phenylacetamide and 2-(aminocarbonyl)thiophene-4-boronic acid. LCMS: Rt 1.06 min (100%) m/z (ESI) 471 (M+H)+. Yields the product C1(=CC=CC=C1)CC(=O)NC1=CC=C(C=N1)NC=1C=2N(C(=CN1)C=1C=C(SC1)C(=O)N)N=CN2 (4-[8-(6-Phenylacetylamino-pyridin-3-ylamino)-[1,2,4]triazolo[1,5-a]pyrazin-5-yl]-thiophene-2-carboxylic acid amide). As a reaction SMILES: COC1C=C(NC2C3N(N=CN=3)C(C3C=NNC=3)=CN=2)C=CC=1C(NCC1C=NC(C)=CC=1)=O.Br[C:36]1[N:41]2[N:42]=[CH:43][N:44]=[C:40]2[C:39]([NH:45][C:46]2[CH:47]=[CH:48][C:49]([NH:52][C:53](=[O:61])[CH2:54][C:55]3[CH:60]=[CH:59][CH:58]=[CH:57][CH:56]=3)=[N:50][CH:51]=2)=[N:38][CH:37]=1.[NH2:62][C:63]([C:65]1[S:66][CH:67]=[C:68](B(O)O)[CH:69]=1)=[O:64]>>[C:55]1([CH2:54][C:53]([NH:52][C:49]2[N:50]=[CH:51][C:46]([NH:45][C:39]3[C:40]4[N:41]([N:42]=[CH:43][N:44]=4)[C:36]([C:68]4[CH:69]=[C:65]([C:63]([NH2:62])=[O:64])[S:66][CH:67]=4)=[CH:37][N:38]=3)=[CH:47][CH:48]=2)=[O:61])[CH:60]=[CH:59][CH:58]=[CH:57][CH:56]=1. Starting materials: COC1=C(C(=O)NCC=2C=NC(=CC2)C)C=CC(=C1)NC=1C=2N(C(=CN1)C=1C=NNC1)N=CN2 (2-Methoxy-N-(6-methylpyridin-3-yl)methyl-4-[5-(1H-pyrazol-4-yl)-[1,2,4]triazolo[1,5-a]pyrazin-8-ylamino]-benzamide), BrC1=CN=C(C=2N1N=CN2)NC=2C=CC(=NC2)NC(CC2=CC=CC=C2)=O (N-[5-(5-bromo-[1,2,4]triazolo[1,5-a]pyrazin-8-ylamino)-pyridin-2-yl]-2-phenylacetamide), NC(=O)C=1SC=C(C1)B(O)O (2-(aminocarbonyl)thiophene-4-boronic acid). Reactants: C1CCOC1, CCCC[Sn](Cl)(CCCC)CCCC, [Li]CS(=O)(=O)N(C)C, [Cl-], [NH4+]. Product: CCCC[Sn](CCCC)(CCCC)CS(=O)(=O)N(C)C. As a reaction SMILES: [CH2:25]1[O:26][CH2:27][CH2:28][CH2:29]1.[CH2:9]([CH2:10][CH2:11][CH3:12])[Sn:13]([CH2:14][CH2:15][CH2:16][CH3:17])([CH2:18][CH2:19][CH2:20][CH3:21])[Cl:22].[CH3:1][N:2]([CH3:3])[S:4](=[O:5])(=[O:6])[CH2:7][Li:8].[Cl-:23].[NH4+:24]>>[CH3:1][N:2]([CH3:3])[S:4](=[O:5])(=[O:6])[CH2:7][Sn:13]([CH2:9][CH2:10][CH2:11][CH3:12])([CH2:14][CH2:15][CH2:16][CH3:17])[CH2:18][CH2:19][CH2:20][CH3:21]. Reactants: [BH4-], C1CCOC1, CCOC(C)=O, CO, O=Cc1cc2cc([N+](=O)[O-])cnc2n1S(=O)(=O)c1ccccc1, [Na+], O. Product: O=[N+]([O-])c1cnc2c(c1)cc(CO)n2S(=O)(=O)c1ccccc1. Reaction SMILES: [BH4-:1].[CH2:33]1[O:34][CH2:35][CH2:36][CH2:37]1.[CH3:27][CH2:28][O:29][C:30](=[O:31])[CH3:32].[CH3:38][OH:39].[N+:3](=[O:4])([O-:5])[c:6]1[cH:7][c:8]2[c:9]([n:10][cH:11]1)[n:12]([S:17](=[O:18])(=[O:19])[c:20]1[cH:21][cH:22][cH:23][cH:24][cH:25]1)[c:13]([CH:15]=[O:16])[cH:14]2.[Na+:2].[OH2:26]>>[N+:3](=[O:4])([O-:5])[c:6]1[cH:7][c:8]2[c:9]([n:10][cH:11]1)[n:12]([S:17](=[O:18])(=[O:19])[c:20]1[cH:21][cH:22][cH:23][cH:24][cH:25]1)[c:13]([CH2:15][OH:16])[cH:14]2.